From a dataset of the Open Reaction Database (ORD), a public repository of structured organic reaction records. describe an organic reaction: reactants, conditions, products, and yield The solvent is CN(C=O)C (dimethyl formamide). RXN SMILES: [Cl:1][C:2]1[CH:21]=[CH:20][CH:19]=[C:18]([Cl:22])[C:3]=1[C:4]([C:6]1[C:11]([CH3:12])=[CH:10][C:9]([O:13][CH3:14])=[C:8]([O:15][CH3:16])[C:7]=1[OH:17])=[O:5].[K].Br[CH2:25][CH2:26][CH2:27][CH3:28]>CN(C)C=O>[CH2:25]([O:17][C:7]1[C:8]([O:15][CH3:16])=[C:9]([O:13][CH3:14])[CH:10]=[C:11]([CH3:12])[C:6]=1[C:4](=[O:5])[C:3]1[C:2]([Cl:1])=[CH:21][CH:20]=[CH:19][C:18]=1[Cl:22])[CH2:26][CH2:27][CH3:28] |^1:22|. Procedure details: A mixture of 2,6-dichloro-3',4'-dimethoxy-2'-hydroxy-6'-methyl-benzophenone, potassium salt (1.13 g; 3 mmol), 1-bromobutane (0.69 g, 5 mmol) and dimethyl formamide (5 ml) are stirred at 100° C. for 8 h, and concentrated in vacuo. The residue is dissolved by shaking with a toluene/water mixture, after separation, the organic layer is collected washed with water and dried. After addition of silica gel (5 g), the solvent is evaporated. A flash chromatography column is packed with silica gel (25 g) ... The reactants are ClC1=C(C(=O)C2=C(C(=C(C=C2C)OC)OC)O)C(=CC=C1)Cl (2,6-dichloro-3',4'-dimethoxy-2'-hydroxy-6'-methyl-benzophenone), [K] (potassium), BrCCCC (1-bromobutane). Yields the product C(CCC)OC1=C(C(=CC(=C1OC)OC)C)C(C1=C(C=CC=C1Cl)Cl)=O (2'-n-Butoxy-2.6-dichloro-3',4'-dimethoxy-6'-methyl-benzophenone). Run at temperature 100 celsius, time 8 hour. The reactants are ClC1(C(=NN(C1)C)C)[N+](=O)[O-] (4-Chloro-1,3-dimethyl-4-nitropyrazole), Cl (HCl), [H][H] (hydrogen). The reagents and catalysts are [Pt] (platinum on carbon). The solvent is CO (methanol). Product: Cl.NC=1C(=NN(C1Cl)C)C (4-Amino-5-chloro-1,3-dimethyl pyrazole hydrochloride). As a reaction SMILES: [Cl:1][C:2]1([N+:9]([O-])=O)[CH2:6][N:5]([CH3:7])[N:4]=[C:3]1[CH3:8].[ClH:12].[H][H]>[Pt].CO>[ClH:1].[NH2:9][C:2]1[C:3]([CH3:8])=[N:4][N:5]([CH3:7])[C:6]=1[Cl:12] |f:5.6|. Procedure: 4-Chloro-1,3-dimethyl-4-nitropyrazole (described in U.S. Pat. No. 3,282,954) (70.0 g.) was dissolved in 900 ml. methanol and 68 ml. concentrated HCl and hydrogenated over 3.2 g. platinum on carbon. After the hydrogen uptake ceased, the catalyst was filtered, the solvent concentrated in vacuum and the residue crystallized from isopropyl alcohol to get 64.15 g. of product, mp 234°-235° C., decomposed. Starting materials: C(C=1C(N)=CC=CC1)(=O)OC (methyl anthranilate), CC(C=O)CCC (2-methylpentanal), C1(=CC=CC=C1)C (toluene), evaporation-residue. Run in O (water). Product: COC(C=1C(N=CC(CCC)C)=CC=CC1)=O (methyl-N-(2-methylpentylidene)anthranilate). Reaction SMILES: [C:1]([O:10][CH3:11])(=[O:9])[C:2]1[C:3](=[CH:5][CH:6]=[CH:7][CH:8]=1)[NH2:4].[CH3:12][CH:13]([CH2:16][CH2:17][CH3:18])[CH:14]=O.C1(C)C=CC=CC=1>O>[CH3:11][O:10][C:1](=[O:9])[C:2]1[C:3](=[CH:5][CH:6]=[CH:7][CH:8]=1)[N:4]=[CH:12][CH:13]([CH3:14])[CH2:16][CH2:17][CH3:18]. Procedure details: 226.5 g (= 1.5 g mole) of methyl anthranilate, 150 g (= 1.5 g mole) of 2-methylpentanal and 400 g of toluene are brought into a 2 liter reaction flask. Then the mixture is agitated under reflux for about 5 hours at a bottom temperature of 100°-120°C, 20 g of water being taken off through the reflux head. Then the solution is concentrated at a 30 cm Vigreux column under reduced pressure (about 20 mm Hg) to a bottom temperature of 110°C. 360 g of toluene are obtained and 347 g of evaporation-resid... The reactants are COc1ccc(-c2nnn[nH]2)c2sc(N)nc12, O=C(Cl)c1ccc(F)cc1, c1ccncc1. Yields the product COc1ccc(-c2nnn[nH]2)c2sc(NC(=O)c3ccc(F)cc3)nc12. Reaction SMILES: [CH3:1][O:2][c:3]1[cH:4][cH:5][c:6](-[c:13]2[n:14][n:15][n:16][nH:17]2)[c:7]2[c:8]1[n:9][c:10]([NH2:12])[s:11]2.[F:18][c:19]1[cH:20][cH:21][c:22]([C:23](=[O:24])[Cl:25])[cH:26][cH:27]1.[cH:28]1[cH:29][cH:30][n:31][cH:32][cH:33]1>>[CH3:1][O:2][c:3]1[cH:4][cH:5][c:6](-[c:13]2[nH:14][n:15][n:16][n:17]2)[c:7]2[c:8]1[n:9][c:10]([NH:12][C:23]([c:22]1[cH:21][cH:20][c:19]([F:18])[cH:27][cH:26]1)=[O:24])[s:11]2. Starting materials: C(\C=C/C(=O)O)(=O)O (Maleic acid), C1(CC1)C1=C(C=C(C(=C1)CN1CCC(CC1)N1C(C=2C=C(C(=NC2CC1)CCC)C(=O)O)=O)OCC)C1=C(C=C(C=C1)F)F (6-(1-((2-cyclopropyl-5-ethoxy-2′,4′-difluorobiphenyl-4-yl)methyl)piperidin-4-yl)-5-oxo-2-propyl-5,6,7,8-tetrahydro-1,6-naphthyridine-3-carboxylic acid). The solvent is C(C)O (ethanol). Product: C(\C=C/C(=O)O)(=O)O.C1(CC1)C1=C(C=C(C(=C1)CN1CCC(CC1)N1C(C=2C=C(C(=NC2CC1)CCC)C(=O)O)=O)OCC)C1=C(C=C(C=C1)F)F (6-(1-((2-Cyclopropyl-5-ethoxy-2′,4′-difluorobiphenyl-4-yl)methyl)piperidin-4-yl)-5-oxo-2-propyl-5,6,7,8-tetrahydro-1,6-naphthyridine-3-carboxylic acid maleate). Yield: 67.1%. RXN SMILES: [C:1]([OH:8])(=[O:7])/[CH:2]=[CH:3]\[C:4]([OH:6])=[O:5].[CH:9]1([C:12]2[CH:17]=[C:16]([CH2:18][N:19]3[CH2:24][CH2:23][CH:22]([N:25]4[CH2:34][CH2:33][C:32]5[N:31]=[C:30]([CH2:35][CH2:36][CH3:37])[C:29]([C:38]([OH:40])=[O:39])=[CH:28][C:27]=5[C:26]4=[O:41])[CH2:21][CH2:20]3)[C:15]([O:42][CH2:43][CH3:44])=[CH:14][C:13]=2[C:45]2[CH:50]=[CH:49][C:48]([F:51])=[CH:47][C:46]=2[F:52])[CH2:11][CH2:10]1>C(O)C>[C:1]([OH:8])(=[O:7])/[CH:2]=[CH:3]\[C:4]([OH:6])=[O:5].[CH:9]1([C:12]2[CH:17]=[C:16]([CH2:18][N:19]3[CH2:24][CH2:23][CH:22]([N:25]4[CH2:34][CH2:33][C:32]5[N:31]=[C:30]([CH2:35][CH2:36][CH3:37])[C:29]([C:38]([OH:40])=[O:39])=[CH:28][C:27]=5[C:26]4=[O:41])[CH2:21][CH2:20]3)[C:15]([O:42][CH2:43][CH3:44])=[CH:14][C:13]=2[C:45]2[CH:50]=[CH:49][C:48]([F:51])=[CH:47][C:46]=2[F:52])[CH2:10][CH2:11]1 |f:3.4|. Procedure details: Maleic acid (36.1 mg) was added to a mixture of 6-(1-((2-cyclopropyl-5-ethoxy-2′,4′-difluorobiphenyl-4-yl)methyl)piperidin-4-yl)-5-oxo-2-propyl-5,6,7,8-tetrahydro-1,6-naphthyridine-3-carboxylic acid (125 mg) in ethanol (10 mL). The suspension was filtered and the solvent was removed under reduced pressure. The residue was crystallized from ethyl acetate-hexane to give the title compound (100 mg). The reactants are CCOC(=O)C1(c2ccc(-c3ccc(-c4onc(C)c4CC(=O)OCc4ccccc4)cc3)cc2)CC1, C1CCOC1, CO, [Na+], [OH-]. Yields the product CCOC(=O)C1(c2ccc(-c3ccc(-c4onc(C)c4CC(=O)O)cc3)cc2)CC1. As a reaction SMILES: [CH2:1]([CH3:2])[O:3][C:4](=[O:5])[C:6]1([c:9]2[cH:10][cH:11][c:12](-[c:15]3[cH:16][cH:17][c:18](-[c:21]4[c:22]([CH2:27][C:28](=[O:29])[O:30][CH2:31][c:32]5[cH:33][cH:34][cH:35][cH:36][cH:37]5)[c:23]([CH3:26])[n:24][o:25]4)[cH:19][cH:20]3)[cH:13][cH:14]2)[CH2:7][CH2:8]1.[CH2:42]1[O:43][CH2:44][CH2:45][CH2:46]1.[CH3:38][OH:39].[Na+:41].[OH-:40]>>[CH2:1]([CH3:2])[O:3][C:4](=[O:5])[C:6]1([c:9]2[cH:10][cH:11][c:12](-[c:15]3[cH:16][cH:17][c:18](-[c:21]4[c:22]([CH2:27][C:28](=[O:29])[OH:30])[c:23]([CH3:26])[n:24][o:25]4)[cH:19][cH:20]3)[cH:13][cH:14]2)[CH2:7][CH2:8]1. Reactants: CC1(C)C2CCC1(CS(=O)(=O)O)C(=O)C2, Cc1ccccc1, CCO, O=C(Cc1ccc(F)cc1)N=C=S, CN1CCC(N(C)C(=O)Nc2cc(Oc3ccc(N)c(F)c3)ncn2)CC1. Product: CN1CCC(N(C)C(=O)Nc2cc(Oc3ccc(NC(=S)NC(=O)Cc4ccc(F)cc4)c(F)c3)ncn2)CC1. Reaction SMILES: [C:41]12([CH2:42][S:43]([OH:44])(=[O:45])=[O:46])[C:47]([CH3:48])([CH3:49])[CH:50]([CH2:51][CH2:52]1)[CH2:53][C:54]2=[O:55].[CH3:56][c:57]1[cH:58][cH:59][cH:60][cH:61][cH:62]1.[CH3:63][CH2:64][OH:65].[F:1][c:2]1[cH:3][cH:4][c:5]([CH2:8][C:9](=[O:10])[N:11]=[C:12]=[S:13])[cH:6][cH:7]1.[NH2:14][c:15]1[c:16]([F:40])[cH:17][c:18]([O:19][c:20]2[cH:21][c:22]([NH:26][C:27]([N:28]([CH:29]3[CH2:30][CH2:31][N:32]([CH3:35])[CH2:33][CH2:34]3)[CH3:36])=[O:37])[n:23][cH:24][n:25]2)[cH:38][cH:39]1>>[F:1][c:2]1[cH:3][cH:4][c:5]([CH2:8][C:9](=[O:10])[NH:11][C:12](=[S:13])[NH:14][c:15]2[c:16]([F:40])[cH:17][c:18]([O:19][c:20]3[cH:21][c:22]([NH:26][C:27]([N:28]([CH:29]4[CH2:30][CH2:31][N:32]([CH3:35])[CH2:33][CH2:34]4)[CH3:36])=[O:37])[n:23][cH:24][n:25]3)[cH:38][cH:39]2)[cH:6][cH:7]1.